From a dataset of the Open Reaction Database (ORD), a public repository of structured organic reaction records. describe an organic reaction: reactants, conditions, products, and yield Reactants: ClC=1C=C2CCNC(C2=CC1OC)C1(CCC1)C1=CC=CC=C1 (6-Chloro-7-methoxy-1-(1-phenylcyclobutyl)-1,2,3,4-tetrahydroisoquinoline), C([O-])([O-])=O.[K+].[K+] (potassium carbonate), C(C=C)I (allyl iodide), solution, B(Br)(Br)Br (boron tribromide). Run in CO (methanol), ClCCl (dichloromethane), ClCCl (dichloromethane), CC(=O)C (acetone). Run at temperature -70 celsius. Yields the product Br.C(C=C)N1C(C2=CC(=C(C=C2CC1)Cl)O)C1(CCC1)C1=CC=CC=C1 (2 -allyl-6-chloro-7-hydroxy-1-(1-phenylcyclobutyl)-1,2,3,4-tetrahydroisoquinoline hydrobromide). As a reaction SMILES: [Cl:1][C:2]1[CH:3]=[C:4]2[C:9](=[CH:10][C:11]=1[O:12]C)[CH:8]([C:14]1([C:18]3[CH:23]=[CH:22][CH:21]=[CH:20][CH:19]=3)[CH2:17][CH2:16][CH2:15]1)[NH:7][CH2:6][CH2:5]2.C(=O)([O-])[O-].[K+].[K+].[CH2:30](I)[CH:31]=[CH2:32].B(Br)(Br)[Br:35]>CC(C)=O.ClCCl.CO>[BrH:35].[CH2:32]([N:7]1[CH2:6][CH2:5][C:4]2[C:9](=[CH:10][C:11]([OH:12])=[C:2]([Cl:1])[CH:3]=2)[CH:8]1[C:14]1([C:18]2[CH:23]=[CH:22][CH:21]=[CH:20][CH:19]=2)[CH2:17][CH2:16][CH2:15]1)[CH:31]=[CH2:30] |f:1.2.3,9.10|. Procedure details: 6-Chloro-7-methoxy-1-(1-phenylcyclobutyl)-1,2,3,4-tetrahydroisoquinoline (1.38 g prepared in a similar manner to that described in Example 59) which was dissolved in acetone (50 ml) and stirred with anhydrous potassium carbonate (1.16 g) and allyl iodide (0.78 g) for one hour. The mixture was filtered and the filtrate concentrated and partitioned between water and ether. The ether layer yielded an oil which was taken up in dichloromethane (30 ml) and cooled to -70° C. A 1M solution of boron trib... Starting materials: COCCOCCN(CCOCCOC)CCOCCOC, Clc1ccccc1, Cl, CS(=O)(=O)Nc1cc([N+](=O)[O-])ccc1F, [H-], [Na+], OC1CCCCC1. The product is CS(=O)(=O)Nc1cc([N+](=O)[O-])ccc1OC1CCCCC1. As a reaction SMILES: [CH3:10][O:11][CH2:12][CH2:13][O:14][CH2:15][CH2:16][N:17]([CH2:18][CH2:19][O:20][CH2:21][CH2:22][O:23][CH3:24])[CH2:25][CH2:26][O:27][CH2:28][CH2:29][O:30][CH3:31].[Cl:48][c:49]1[cH:50][cH:51][cH:52][cH:53][cH:54]1.[ClH:47].[F:32][c:33]1[c:34]([NH:42][S:43](=[O:44])(=[O:45])[CH3:46])[cH:35][c:36]([N+:39](=[O:40])[O-:41])[cH:37][cH:38]1.[H-:1].[Na+:2].[OH:3][CH:4]1[CH2:5][CH2:6][CH2:7][CH2:8][CH2:9]1>>[O:3]([CH:4]1[CH2:5][CH2:6][CH2:7][CH2:8][CH2:9]1)[c:33]1[c:34]([NH:42][S:43](=[O:44])(=[O:45])[CH3:46])[cH:35][c:36]([N+:39](=[O:40])[O-:41])[cH:37][cH:38]1.